describe an organic reaction: reactants, conditions, products, and yield From a dataset of the Open Reaction Database (ORD), a public repository of structured organic reaction records. The reactants are [OH-].[Na+] (sodium hydroxide), ClB(C1=CC=CC=C1)Cl (dichlorophenylborane), FC1=C(C=O)C(=CC=C1)F (2,6-difluorobenzaldehyde), COC=1C=C(N)C=CC1C (3-methoxy-4-methylaniline). Run in O (water), ClCCl (dichloromethane), C(C)N(CC)CC (triethylamine), ClCCl (dichloromethane), C(C)OCC (diethyl ether), ClCCl (dichloromethane), ClCCl (dichloromethane). Run at time 30 minute. Yields the product NC1=C(C=C(C(=C1)OC)C)C(O)C1=C(C=CC=C1F)F ((2-amino-4-methoxy-5-methylphenyl) (2,6-difluorophenyl)methanol). Yield: 47.7%. RXN SMILES: ClB(Cl)C1C=CC=CC=1.[CH3:10][O:11][C:12]1[CH:13]=[C:14]([CH:16]=[CH:17][C:18]=1[CH3:19])[NH2:15].[F:20][C:21]1[CH:28]=[CH:27][CH:26]=[C:25]([F:29])[C:22]=1[CH:23]=[O:24].[OH-].[Na+]>ClCCl.C(OCC)C.O.C(N(CC)CC)C>[NH2:15][C:14]1[CH:13]=[C:12]([O:11][CH3:10])[C:18]([CH3:19])=[CH:17][C:16]=1[CH:23]([C:22]1[C:21]([F:20])=[CH:28][CH:27]=[CH:26][C:25]=1[F:29])[OH:24] |f:3.4|. Procedure details: To 6.05 g of dichlorophenylborane dissolved in 40 ml of dichloromethane, at −20° C., are successively added 5.226 g of 3-methoxy-4-methylaniline dissolved in 50 ml of dichloromethane, and 13.4 ml of triethylamine dissolved in 25 ml of dichloromethane. After 30 minutes at −20° C., 5.412 g of 2,6-difluorobenzaldehyde dissolved in 60 ml of dichloromethane are introduced. After 24 hours at room temperature, the mixture is hydrolysed with water. The organic phase is dried over anhydrous sodium sulfat... The product is COc1c(CBr)cc(Br)cc1C(C)(C)C. RXN SMILES: [BH4-:16].[Br:18][C:19]([Br:20])([Br:21])[Br:22].[Br:1][c:2]1[cH:3][c:4]([C:12]([CH3:13])([CH3:14])[CH3:15])[c:5]([O:10][CH3:11])[c:6]([CH:7]=[O:8])[cH:9]1.[CH3:42][CH2:43][OH:44].[Na+:17].[c:23]1([P:24]([c:25]2[cH:26][cH:27][cH:28][cH:29][cH:30]2)[c:31]2[cH:32][cH:33][cH:34][cH:35][cH:36]2)[cH:37][cH:38][cH:39][cH:40][cH:41]1>>[Br:1][c:2]1[cH:3][c:4]([C:12]([CH3:13])([CH3:14])[CH3:15])[c:5]([O:10][CH3:11])[c:6]([CH2:7][Br:18])[cH:9]1. Starting materials: [BH4-], BrC(Br)(Br)Br, COc1c(C=O)cc(Br)cc1C(C)(C)C, CCO, [Na+], c1ccc(P(c2ccccc2)c2ccccc2)cc1. As a reaction SMILES: [CH2:1]1[C:10]2[C:5](=[CH:6][CH:7]=[C:8]([NH:11][C:12]([C:14]3[S:15][CH:16]=[CH:17][CH:18]=3)=[NH:13])[CH:9]=2)[CH2:4][CH2:3][NH:2]1.C(=O)([O-])[O-].[K+].[K+].Br[CH:26]([CH3:28])[CH3:27].O>CN(C)C=O.C1CCCCC1.C(OCC)(=O)C>[CH:26]([N:2]1[CH2:3][CH2:4][C:5]2[C:10](=[CH:9][C:8]([NH:11][C:12]([C:14]3[S:15][CH:16]=[CH:17][CH:18]=3)=[NH:13])=[CH:7][CH:6]=2)[CH2:1]1)([CH3:28])[CH3:27] |f:1.2.3|. Procedure details: To a stirred solution of N-(1,2,3,4-tetrahydroisoquinolin-7-yl)-2-thiophenecarboximidamide (7.0 g, 21 mmol) in dimethylformamide (100 ml) was added potassium carbonate (14.6 g, 100 mmol). To this mixture was added 2-bromopropane (5.1 g, 42 mmol), and the mixture was then heated to 40° C. for 72 h. The reaction mixture was poured into water (500 ml) and extracted with ethyl acetate (3×100 ml). The combined ethyl acetate extracts were washed with water (200 ml) and dried over magnesium sulfate. Ev... Reactants: C1NCCC2=CC=C(C=C12)NC(=N)C=1SC=CC1 (N-(1,2,3,4-tetrahydroisoquinolin-7-yl)-2-thiophenecarboximidamide), C([O-])([O-])=O.[K+].[K+] (potassium carbonate), O (water), BrC(C)C (2-bromopropane). Reaction conditions: temperature 40 celsius. The product is C(C)(C)N1CC2=CC(=CC=C2CC1)NC(=N)C=1SC=CC1 (N-(2-Isopropyl-1,2,3,4-tetrahydroisoquinolin-7-yl)-2-thiophenecarboximidamide). Run in CN(C=O)C (dimethylformamide), C(C)(=O)OCC (ethyl acetate), C1CCCCC1 (cyclohexane). Reactants: C(C)(C)(C)N1N=CC(=C1C1=CC=C(C=C1)F)C(=O)O (1-tert-butyl-5-(4-fluorophenyl)-1H-pyrazole-4-carboxylic acid), CCN=C=NCCCN(C)C (WSC), C=1C=CC2=C(C1)N=NN2O (HOBt), TEA, [Cl-].[NH4+] (ammonium chloride). The solvent is CN(C)C=O (DMF), O (Water). Product: C(C)(C)(C)N1N=CC(=C1C1=CC=C(C=C1)F)C(=O)N (1-tert-butyl-5-(4-fluorophenyl)-1H-pyrazole-4-carboxamide). Isolated yield 87.5%. Reaction SMILES: [C:1]([N:5]1[C:9]([C:10]2[CH:15]=[CH:14][C:13]([F:16])=[CH:12][CH:11]=2)=[C:8]([C:17]([OH:19])=O)[CH:7]=[N:6]1)([CH3:4])([CH3:3])[CH3:2].CC[N:22]=C=NCCCN(C)C.C1C=CC2N(O)N=NC=2C=1.[Cl-].[NH4+]>CN(C=O)C.O>[C:1]([N:5]1[C:9]([C:10]2[CH:15]=[CH:14][C:13]([F:16])=[CH:12][CH:11]=2)=[C:8]([C:17]([NH2:22])=[O:19])[CH:7]=[N:6]1)([CH3:4])([CH3:3])[CH3:2] |f:3.4|. Procedure: A solution of the compound (16.87 g, 64.32 mmol) obtained in step 2, WSC (16.03 g, 83.62 mmol), HOBt (11.30 g, 83.62 mmol), TEA (11.65 mL, 83.62 mmol) and ammonium chloride (4.47 g, 83.62 mmol) in DMF (200 mL) was stirred at room temperature for 2 days. Water was added to the reaction solution, and the mixture was extracted with ethyl acetate. The organic layer was washed with water and saturated brine and dried, and the solvent was evaporated under reduced pressure. The obtained residue was pur... The reactants are N[C@@H](CCCNC(N)=N)C(=O)O (L-arginine), ClC1=C2N(C=3C=CC(=CC13)OCC1=CC(=C(C=C1)OC(C)C)C(F)(F)F)CC[C@@H]2CC(=O)O ((R)-2-(9-Chloro-7-(4-isopropoxy-3-(trifluoromethyl)benzyloxy)-2,3-dihydro-1H-pyrrolo[1,2-a]indol-1-yl)acetic acid), O (Water). The solvent is CC(=O)C (acetone). Run at temperature 60 celsius, time 24 hour. Yields the product N[C@@H](CCCNC(N)=N)C(=O)O.ClC1=C2N(C=3C=CC(=CC13)OCC1=CC(=C(C=C1)OC(C)C)C(F)(F)F)CC[C@@H]2CC(=O)O ((R)-2-(9-chloro-7-(4-isopropoxy-3-(trifluoromethyl)benzyloxy)-2,3-dihydro-1H-pyrrolo[1,2-a]indol-1-yl)acetic acid L-arginine salt). RXN SMILES: [Cl:1][C:2]1[C:10]2[CH:9]=[C:8]([O:11][CH2:12][C:13]3[CH:18]=[CH:17][C:16]([O:19][CH:20]([CH3:22])[CH3:21])=[C:15]([C:23]([F:26])([F:25])[F:24])[CH:14]=3)[CH:7]=[CH:6][C:5]=2[N:4]2[CH2:27][CH2:28][C@H:29]([CH2:30][C:31]([OH:33])=[O:32])[C:3]=12.[NH2:34][C@H:35]([C:43]([OH:45])=[O:44])[CH2:36][CH2:37][CH2:38][NH:39][C:40](=[NH:42])[NH2:41].O>CC(C)=O>[NH2:34][C@H:35]([C:43]([OH:45])=[O:44])[CH2:36][CH2:37][CH2:38][NH:39][C:40](=[NH:41])[NH2:42].[Cl:1][C:2]1[C:10]2[CH:9]=[C:8]([O:11][CH2:12][C:13]3[CH:18]=[CH:17][C:16]([O:19][CH:20]([CH3:22])[CH3:21])=[C:15]([C:23]([F:24])([F:25])[F:26])[CH:14]=3)[CH:7]=[CH:6][C:5]=2[N:4]2[CH2:27][CH2:28][C@H:29]([CH2:30][C:31]([OH:33])=[O:32])[C:3]=12 |f:4.5|. Procedure: (R)-2-(9-Chloro-7-(4-isopropoxy-3-(trifluoromethyl)benzyloxy)-2,3-dihydro-1H-pyrrolo[1,2-a]indol-1-yl)acetic acid (15 mg) was dissolved in acetone (0.5 mL) and heated to 60° C. Aqueous L-arginine (14 uL, 2.22 M) was added and the reaction mixture was cooled to 35° C. Water (14 uL) was then added and the mixture was stirred for 24 h. The reaction mixture was concentrated to dryness and EtOAc was added to provide a white solid which was collected by filtration. Starting materials: CN(C(=O)c1ccccc1)C1CCN(Cc2ccccc2)C1, CO. Yields the product CN(C(=O)c1ccccc1)C1CCNC1. As a reaction SMILES: [CH2:1]([c:2]1[cH:3][cH:4][cH:5][cH:6][cH:7]1)[N:8]1[CH2:9][CH:10]([N:13]([C:14]([c:15]2[cH:16][cH:17][cH:18][cH:19][cH:20]2)=[O:21])[CH3:22])[CH2:11][CH2:12]1.[CH3:23][OH:24]>>[NH:8]1[CH2:9][CH:10]([N:13]([C:14]([c:15]2[cH:16][cH:17][cH:18][cH:19][cH:20]2)=[O:21])[CH3:22])[CH2:11][CH2:12]1. The reactants are COC([C@H]1N(C[C@H](C1)O)C(=O)OCC1=CC=CC=C1)=O (N-benzyloxycarbonyl-4-hydroxy-L-cis-proline methyl ester), CS(=O)(=O)Cl (methanesulphonyl chloride). The solvent is N1=CC=CC=C1 (pyridine). Conditions: time 3 hour. Product: COC([C@H]1N(C[C@H](C1)OS(=O)(=O)C)C(=O)OCC1=CC=CC=C1)=O (N-Benzyloxycarbonyl-4-methanesulphonyloxy-L-cis-proline methyl ester). As a reaction SMILES: [CH3:1][O:2][C:3](=[O:20])[C@@H:4]1[CH2:8][C@H:7]([OH:9])[CH2:6][N:5]1[C:10]([O:12][CH2:13][C:14]1[CH:19]=[CH:18][CH:17]=[CH:16][CH:15]=1)=[O:11].[CH3:21][S:22](Cl)(=[O:24])=[O:23]>N1C=CC=CC=1>[CH3:1][O:2][C:3](=[O:20])[C@@H:4]1[CH2:8][C@H:7]([O:9][S:22]([CH3:21])(=[O:24])=[O:23])[CH2:6][N:5]1[C:10]([O:12][CH2:13][C:14]1[CH:19]=[CH:18][CH:17]=[CH:16][CH:15]=1)=[O:11]. Reported procedure: 1.59 g (5.7 mmol) of N-benzyloxycarbonyl-4-hydroxy-L-cis-proline methyl ester are dissolved in 50 ml of abs. pyridine and cooled to 0° C. 0.6 ml (7.7 mmol) of methanesulphonyl chloride is added dropwise at 0° C., and the mixture is subsequently stirred at room temperature for 3 hours. The mixture is then concentrated and 100 ml of methylene chloride are added to the residue, and this latter mixture is then extracted 2 x by shaking with a 10% solution of NaHCO3, dried over sodium sulphate and con... The reactants are CC1=NC(=CC=C1)C#CC=C1CCNCC1 (2-Methyl-6-(3-piperidin-4-ylideneprop-1-ynyl)pyridine), BrC1=C(C=CC=C1)[N+](=O)[O-] (1-bromo-2-nitrobenzene). Reaction conditions: time 1 hour. Product: CC1=NC(=CC=C1)C#CC=C1CCN(CC1)C1=C(C=CC=C1)[N+](=O)[O-] (2-Methyl-6-{3-[1-(2-nitrophenyl)piperidin-4-ylidene]prop-1-ynyl}pyridine). Isolated yield 27.7%. As a reaction SMILES: [CH3:1][C:2]1[CH:7]=[CH:6][CH:5]=[C:4]([C:8]#[C:9][CH:10]=[C:11]2[CH2:16][CH2:15][NH:14][CH2:13][CH2:12]2)[N:3]=1.Br[C:18]1[CH:23]=[CH:22][CH:21]=[CH:20][C:19]=1[N+:24]([O-:26])=[O:25]>>[CH3:1][C:2]1[CH:7]=[CH:6][CH:5]=[C:4]([C:8]#[C:9][CH:10]=[C:11]2[CH2:12][CH2:13][N:14]([C:18]3[CH:23]=[CH:22][CH:21]=[CH:20][C:19]=3[N+:24]([O-:26])=[O:25])[CH2:15][CH2:16]2)[N:3]=1. Procedure: A well homogenised mixture of the Compound of Example 3 (20 mg, 0.09 mmol) and 1-bromo-2-nitrobenzene (22.8 mg, 0.11 mmol) was stirred at 90° C. for 0.5 h, then at 110° C. for 1 h. The reaction crude was purified by flash chromatography (EtOAc—Petroleum Ether gradient from 3:7 to 4:6) affording the title product (8.3 mg). Reported procedure: The title compound was prepared from (S)-7-(2-hydroxy-2-methylpropyl)-7-phenyl-3-((S)-1-(4-(4,4,5,5-tetramethyl-1,3,2-dioxaborolan-2-yl)phenyl)ethyl)-1,3-oxazepan-2-one and 4-iodo-1-methylpyridin-2(1H)-one following a procedure analogous to that described in Example 18 Step 2. LC-MS Method 4 tR=1.11 min, m/z=497, 475, 457, 417. Product: OC(C[C@@]1(CCCN(C(O1)=O)[C@@H](C)C1=CC=C(C=C1)C1=CC(N(C=C1)C)=O)C1=CC=CC=C1)(C)C ((S)-7-(2-hydroxy-2-methylpropyl)-3-((S)-1-(4-(1-methyl-2-oxo-1,2-dihydropyridin-4-yl)phenyl)ethyl)-7-phenyl-1,3-oxazepan-2-one). Starting materials: OC(C[C@@]1(CCCN(C(O1)=O)[C@@H](C)C1=CC=C(C=C1)B1OC(C(O1)(C)C)(C)C)C1=CC=CC=C1)(C)C ((S)-7-(2-hydroxy-2-methylpropyl)-7-phenyl-3-((S)-1-(4-(4,4,5,5-tetramethyl-1,3,2-dioxaborolan-2-yl)phenyl)ethyl)-1,3-oxazepan-2-one), IC1=CC(N(C=C1)C)=O (4-iodo-1-methylpyridin-2(1H)-one). Reaction SMILES: [OH:1][C:2]([CH3:36])([CH3:35])[CH2:3][C@@:4]1([C:29]2[CH:34]=[CH:33][CH:32]=[CH:31][CH:30]=2)[O:10][C:9](=[O:11])[N:8]([C@H:12]([C:14]2[CH:19]=[CH:18][C:17](B3OC(C)(C)C(C)(C)O3)=[CH:16][CH:15]=2)[CH3:13])[CH2:7][CH2:6][CH2:5]1.I[C:38]1[CH:43]=[CH:42][N:41]([CH3:44])[C:40](=[O:45])[CH:39]=1>>[OH:1][C:2]([CH3:35])([CH3:36])[CH2:3][C@@:4]1([C:29]2[CH:30]=[CH:31][CH:32]=[CH:33][CH:34]=2)[O:10][C:9](=[O:11])[N:8]([C@H:12]([C:14]2[CH:19]=[CH:18][C:17]([C:38]3[CH:43]=[CH:42][N:41]([CH3:44])[C:40](=[O:45])[CH:39]=3)=[CH:16][CH:15]=2)[CH3:13])[CH2:7][CH2:6][CH2:5]1.